describe an organic reaction: reactants, conditions, products, and yield From a dataset of the Open Reaction Database (ORD), a public repository of structured organic reaction records. Reactants: BrC1=CC=2C3=C(C=NC2C=C1)N(C(N3C=3C(=NN(C3)C)C)=O)C (8-bromo-1-(1,3-dimethyl-1H-pyrazol-4-yl)-3-methyl-1,3-dihydro-imidazo[4,5-c]quinolin-2-one), BrC1=CC=2C3=C(C=NC2C=C1)N(C(N3C=3C(=NN(C3)C)C)=O)C (8-bromo-1-(1,3-dimethyl-1H-pyrazol-4-yl)-3-methyl-1,3-dihydro-imidazo[4,5-c]quinolin-2-one), N1(CCC1)C1=NC=C(C=C1)B1OC(C(O1)(C)C)(C)C (2-azetidin-1-yl-5-(4,4,5,5-tetramethyl-[1,3,2]dioxaborolan-2-yl)-pyridine). Yields the product N1(CCC1)C1=CC=C(C=N1)C1=CC=2C3=C(C=NC2C=C1)N(C(N3C=3C(=NN(C3)C)C)=O)C (8-(6-Azetidin-1-yl-pyridin-3-yl)-1-(1,3-dimethyl-1H-pyrazol-4-yl)-3-methyl-1,3-dihydro-imidazo[4,5-c]quinolin-2-one). Reaction SMILES: Br[C:2]1[CH:11]=[CH:10][C:9]2[N:8]=[CH:7][C:6]3[N:12]([CH3:23])[C:13](=[O:22])[N:14]([C:15]4[C:16]([CH3:21])=[N:17][N:18]([CH3:20])[CH:19]=4)[C:5]=3[C:4]=2[CH:3]=1.[N:24]1([C:28]2[CH:33]=[CH:32][C:31](B3OC(C)(C)C(C)(C)O3)=[CH:30][N:29]=2)[CH2:27][CH2:26][CH2:25]1>>[N:24]1([C:28]2[N:29]=[CH:30][C:31]([C:2]3[CH:11]=[CH:10][C:9]4[N:8]=[CH:7][C:6]5[N:12]([CH3:23])[C:13](=[O:22])[N:14]([C:15]6[C:16]([CH3:21])=[N:17][N:18]([CH3:20])[CH:19]=6)[C:5]=5[C:4]=4[CH:3]=3)=[CH:32][CH:33]=2)[CH2:27][CH2:26][CH2:25]1. Reported procedure: The title compound was synthesized in a similar manner as described for Example 1.1 using 8-bromo-1-(1,3-dimethyl-1H-pyrazol-4-yl)-3-methyl-1,3-dihydro-imidazo[4,5-c]quinolin-2-one (Intermediate A, 40 mg, 0.107 mmol) and 2-azetidin-1-yl-5-(4,4,5,5-tetramethyl-[1,3,2]dioxaborolan-2-yl)-pyridine (Stage 5.1.1, 39 mg, 0.150 mmol) to give the title compound as a white solid. (HPLC: tR 2.24 min (Method A); M+H=426 MS-ES; 1H-NMR (d6-DMSO, 400 MHz) 8.91 (s, 1H), 8.25-8.18 (m, 1H), 8.14-8.09 (m, 1H), 8.0... Starting materials: F[B-](F)(F)F, CCOC(C)=O, CCO, Cc1cc(C(=O)O)ccc1C(=O)N1CCCC1, CCN(C(C)C)C(C)C, CC(C)(N)c1nc2cc(Cl)ccc2[nH]1, Cl, C1CCOC1, CN(C)C(On1nnc2ccccc21)=[N+](C)C. Product: Cc1cc(C(=O)NC(C)(C)c2nc3cc(Cl)ccc3[nH]2)ccc1C(=O)N1CCCC1. As a reaction SMILES: [B-:18]([F:19])([F:20])([F:21])[F:22].[C:72]([O:73][CH2:74][CH3:75])(=[O:76])[CH3:77].[CH2:69]([OH:70])[CH3:71].[CH3:1][c:2]1[cH:3][c:4]([C:5](=[O:6])[OH:7])[cH:8][cH:9][c:10]1[C:11](=[O:12])[N:13]1[CH2:14][CH2:15][CH2:16][CH2:17]1.[CH:40]([N:41]([CH:42]([CH3:43])[CH3:44])[CH2:45][CH3:46])([CH3:47])[CH3:48].[Cl:49][c:50]1[cH:51][c:52]2[c:53]([nH:54][c:55]([C:57]([CH3:58])([CH3:59])[NH2:60])[n:56]2)[cH:61][cH:62]1.[Cl:63].[O:64]1[CH2:65][CH2:66][CH2:67][CH2:68]1.[n:23]1([O:24][C:25]([N:26]([CH3:27])[CH3:28])=[N+:29]([CH3:30])[CH3:31])[c:32]2[cH:33][cH:34][cH:35][cH:36][c:37]2[n:38][n:39]1>>[CH3:1][c:2]1[cH:3][c:4]([C:5](=[O:7])[NH:60][C:57]([c:55]2[nH:54][c:53]3[c:52]([cH:51][c:50]([Cl:49])[cH:62][cH:61]3)[n:56]2)([CH3:58])[CH3:59])[cH:8][cH:9][c:10]1[C:11](=[O:12])[N:13]1[CH2:14][CH2:15][CH2:16][CH2:17]1. The reactants are ClCC(=O)NCC1=CC(=CC=C1)C1=CC2=C(N=CN=C2NC2=CC(=C(C=C2)F)Cl)N1 (2-Chloro-N-{3-[4-(3-chloro-4-fluoro-phenylamino)-7H-pyrrolo[2,3-d]pyrimidin-6-yl]-benzyl}-acetamide), CNC (dimethylamine). Solvent: O1CCOCC1 (dioxane), C(C)O (ethanol). Run at temperature 100 celsius. Yields the product ClC=1C=C(C=CC1F)NC=1C2=C(N=CN1)NC(=C2)C=2C=C(CNC(CN(C)C)=O)C=CC2 (N-{3-[4-(3-Chloro-4-fluoro-phenylamino)-7H-pyrrolo[2,3-d]pyrimidin-6-yl]-benzyl}-2-dimethylamino-acetamide). RXN SMILES: Cl[CH2:2][C:3]([NH:5][CH2:6][C:7]1[CH:12]=[CH:11][CH:10]=[C:9]([C:13]2[NH:30][C:16]3[N:17]=[CH:18][N:19]=[C:20]([NH:21][C:22]4[CH:27]=[CH:26][C:25]([F:28])=[C:24]([Cl:29])[CH:23]=4)[C:15]=3[CH:14]=2)[CH:8]=1)=[O:4].[CH3:31][NH:32][CH3:33]>O1CCOCC1.C(O)C>[Cl:29][C:24]1[CH:23]=[C:22]([NH:21][C:20]2[C:15]3[CH:14]=[C:13]([C:9]4[CH:8]=[C:7]([CH:12]=[CH:11][CH:10]=4)[CH2:6][NH:5][C:3](=[O:4])[CH2:2][N:32]([CH3:33])[CH3:31])[NH:30][C:16]=3[N:17]=[CH:18][N:19]=2)[CH:27]=[CH:26][C:25]=1[F:28]. Procedure details: 2-Chloro-N-{3-[4-(3-chloro-4-fluoro-phenylamino)-7H-pyrrolo[2,3-d]pyrimidin-6-yl]-benzyl}-acetamide (120 mg, 0.222 mmol) in 2 ml dioxane and 0.145 ml (0.81 mmol) 5.6 N dimethylamine in ethanol (Fluka, Buchs, Switzerland) is stirred and heated to 100° C. for 4.5 h. The mixture is cooled and the solvent evaporated. The residue is shaken with THF (5 ml), dichloromethane (3 ml), methanol (2 ml) and saturated sodium bicarbonate (2 ml). The two clear layers are separated and the organic phase is treat...